This data is from the Open Reaction Database (ORD), a public repository of structured organic reaction records. The task is: describe an organic reaction: reactants, conditions, products, and yield Reactants: FC(OC1=CC=C(C=C1)C1=NCCC2=CC=CC=C12)(F)F (1-(4-trifluoromethoxyphenyl)-3,4-dihydro-isoquinoline), [BH4-].[Na+] (sodium borohydride). Run in CO (methanol). Run at time 2.5 hour. Yields the product FC(OC1=CC=C(C=C1)C1NCCC2=CC=CC=C12)(F)F (1-(4-trifluoromethoxyphenyl)-1,2,3,4-tetrahydro-isoquinoline). As a reaction SMILES: [F:1][C:2]([F:21])([F:20])[O:3][C:4]1[CH:9]=[CH:8][C:7]([C:10]2[C:19]3[C:14](=[CH:15][CH:16]=[CH:17][CH:18]=3)[CH2:13][CH2:12][N:11]=2)=[CH:6][CH:5]=1.[BH4-].[Na+]>CO>[F:21][C:2]([F:1])([F:20])[O:3][C:4]1[CH:5]=[CH:6][C:7]([CH:10]2[C:19]3[C:14](=[CH:15][CH:16]=[CH:17][CH:18]=3)[CH2:13][CH2:12][NH:11]2)=[CH:8][CH:9]=1 |f:1.2|. Reported procedure: The above 1-(4-trifluoromethoxyphenyl)-3,4-dihydro-isoquinoline (0.40 g, 1.4 mmol) was dissolved in methanol (20 mL) and sodium borohydride (0.08 g, 2.1 mmol) was added slowly. The reaction mixture was stirred at room temperature for 2.5 hours. The mixture was evaporated in vacuo, redissolved in 1 N NaOH (20 mL) and extracted with dichloromethane (50 mL). The organic phase was dried (MgSO4), filtered and evaporated in vacuo. The remaining oil (0.35 g) was purified by column chromatography on sil... Starting materials: COC1=C(C(=CC=C1)OC)C1CCCC(N1)=O (6-(2,6-dimethoxyphenyl)piperidin-2-one), BrCC1=CC=C(C=C1)SC(F)(F)F ((4-(bromomethyl)phenyl)(trifluoromethyl)sulfane). Product: COC1=C(C(=CC=C1)OC)C1CCCC(N1CC1=CC=C(C=C1)SC(F)(F)F)=O (6-(2,6-dimethoxyphenyl)-1-(4-((trifluoromethyl)thio)benzyl)piperidin-2-one). Reaction SMILES: [CH3:1][O:2][C:3]1[CH:8]=[CH:7][CH:6]=[C:5]([O:9][CH3:10])[C:4]=1[CH:11]1[NH:16][C:15](=[O:17])[CH2:14][CH2:13][CH2:12]1.Br[CH2:19][C:20]1[CH:25]=[CH:24][C:23]([S:26][C:27]([F:30])([F:29])[F:28])=[CH:22][CH:21]=1>>[CH3:1][O:2][C:3]1[CH:8]=[CH:7][CH:6]=[C:5]([O:9][CH3:10])[C:4]=1[CH:11]1[N:16]([CH2:19][C:20]2[CH:25]=[CH:24][C:23]([S:26][C:27]([F:30])([F:28])[F:29])=[CH:22][CH:21]=2)[C:15](=[O:17])[CH2:14][CH2:13][CH2:12]1. Procedure details: Prepared according to the described general procedure 4 (GP4) by reaction of 6-(2,6-dimethoxyphenyl)piperidin-2-one with commercially available (4-(bromomethyl)phenyl)(trifluoromethyl)sulfane. Subsequent purification by preparative HPLC afforded the target compound. LC-MS (conditions E): tR=0.83 min.; [M+H]+: 426.20 g/mol.